From a dataset of the Open Reaction Database (ORD), a public repository of structured organic reaction records. describe an organic reaction: reactants, conditions, products, and yield Reactants: C(C)[SiH](CC)CC (Triethylsilane), CC1=CC=C2C(CCN3C2=C1C=C3C(=O)OCC)=O (ethyl 5,6-dihydro-9-methyl-6-oxo-4H-pyrrolo [3,2,1-ij]quinoline-2-carboxylate). Solvent: FC(C(=O)O)(F)F (trifluoroacetic acid). Reaction conditions: time 3 hour. Product: CC1=CC=C2CCCN3C2=C1C=C3C(=O)OCC (ethyl 5,6-dihydro-9-methyl-4H-pyrrolo[3,2,1-ij]quinoline-2-carboxylate). Yield: 54.1%. RXN SMILES: C([SiH](CC)CC)C.[CH3:8][C:9]1[C:18]2[CH:19]=[C:20]([C:21]([O:23][CH2:24][CH3:25])=[O:22])[N:16]3[C:17]=2[C:12]([C:13](=O)[CH2:14][CH2:15]3)=[CH:11][CH:10]=1>FC(F)(F)C(O)=O>[CH3:8][C:9]1[C:18]2[CH:19]=[C:20]([C:21]([O:23][CH2:24][CH3:25])=[O:22])[N:16]3[C:17]=2[C:12]([CH2:13][CH2:14][CH2:15]3)=[CH:11][CH:10]=1. Reported procedure: Triethylsilane (3.07 g, 26.4 mmol) was added dropwise to a mixture of ethyl 5,6-dihydro-9-methyl-6-oxo-4H-pyrrolo [3,2,1-ij]quinoline-2-carboxylate (1.70 g, 6.61 mmol) and trifluoroacetic acid (20 ml) at room temperature. Then, the reaction mixture was stirred at room temperature for 3 hours and distilled under reduced pressure to remove the solvent. Ice water was added to the residue, followed by extraction with ethyl acetate (twice). The extract solution was washed with a 5% aqueous sodium hyd...